Dataset: the Open Reaction Database (ORD), a public repository of structured organic reaction records. Task: describe an organic reaction: reactants, conditions, products, and yield Starting materials: NC1=C(C(=O)N(CCC)CC2CC2)C=CC=C1 (2-Amino-N-(cyclopropylmethyl)-N-propylbenzamide), C(CC)NCC1CC1 (N-propylcyclopropanemethylamine), C1=2C(=O)OC(NC1=CC=CC2)=O (isatoic anhydride). Yields the product C1(CC1)CN(C(C1=C(C=CC=C1)NCC=1NCCN1)=O)CCC (N-(cyclopropylmethyl)-2-[(4,5-dihydro-1H-imidazol-2-ylmethyl)amino]-N-propylbenzamide). Reaction SMILES: [NH2:1][C:2]1[CH:17]=[CH:16][CH:15]=[CH:14][C:3]=1[C:4]([N:6]([CH2:10][CH:11]1[CH2:13][CH2:12]1)[CH2:7][CH2:8][CH3:9])=[O:5].[CH2:18]([NH:21][CH2:22][CH:23]1CC1)[CH2:19]C.C12C(=CC=CC=1)[NH:31]C(=O)OC2=O>>[CH:11]1([CH2:10][N:6]([CH2:7][CH2:8][CH3:9])[C:4](=[O:5])[C:3]2[CH:14]=[CH:15][CH:16]=[CH:17][C:2]=2[NH:1][CH2:23][C:22]2[NH:31][CH2:19][CH2:18][N:21]=2)[CH2:12][CH2:13]1. Reported procedure: 2-Amino-N-(cyclopropylmethyl)-N-propylbenzamide (prepared from N-propylcyclopropanemethylamine and isatoic anhydride, using the methods described in Example 17) and CMI were reacted using conditions described in the general procedure for CMI coupling to give N-(cyclopropylmethyl)-2-[(4,5-dihydro-1H-imidazol-2-ylmethyl)amino]-N-propylbenzamide.